From a dataset of the Open Reaction Database (ORD), a public repository of structured organic reaction records. describe an organic reaction: reactants, conditions, products, and yield Reactants: ClCCl, CO, O=C(Cl)C(=O)Cl, O=C(O)c1cccc(-c2cccnc2)c1. The product is COC(=O)c1cccc(-c2cccnc2)c1. As a reaction SMILES: [CH2:22]([Cl:23])[Cl:24].[CH3:25][OH:26].[Cl:16][C:17]([C:18]([Cl:19])=[O:20])=[O:21].[n:1]1[cH:2][c:3](-[c:7]2[cH:8][c:9]([C:10](=[O:11])[OH:12])[cH:13][cH:14][cH:15]2)[cH:4][cH:5][cH:6]1>>[n:1]1[cH:2][c:3](-[c:7]2[cH:8][c:9]([C:10](=[O:11])[O:12][CH3:17])[cH:13][cH:14][cH:15]2)[cH:4][cH:5][cH:6]1. The reactants are CC(=O)OO, CN(C)C(=N)N(C)C, ClCCl, I, NN=C(c1ccccc1)c1ccccc1. The product is [N-]=[N+]=C(c1ccccc1)c1ccccc1. RXN SMILES: [C:25]([O:26][OH:27])(=[O:28])[CH3:29].[CH3:17][N:18]([CH3:19])[C:20]([N:21]([CH3:22])[CH3:23])=[NH:24].[Cl:30][CH2:31][Cl:32].[I:16].[c:1]1([C:7]([c:8]2[cH:9][cH:10][cH:11][cH:12][cH:13]2)=[N:14][NH2:15])[cH:2][cH:3][cH:4][cH:5][cH:6]1>>[c:1]1([C:7]([c:8]2[cH:9][cH:10][cH:11][cH:12][cH:13]2)=[N+:14]=[N-:15])[cH:2][cH:3][cH:4][cH:5][cH:6]1. Product: C(CCCCCCC)C=1C=NC(=NC1)C1=CC=C(C=C1)OCCCCCC(C)OCCCCC (5-n-octyl-2-[4-(6-pentyloxyheptyloxy)phenyl]pyrimidine). Reaction SMILES: C(C1C=NC(C2C=CC(OCCCCCC(OCC)C)=CC=2)=NC=1)CCCCCCC.[CH2:32]([C:42]1[CH:43]=[N:44][C:45]([C:48]2[CH:53]=[CH:52][C:51]([O:54][CH2:55][CH2:56][CH2:57][CH2:58][CH2:59][CH:60]([O:62][CH2:63][CH2:64][CH2:65][CH2:66][CH2:67]CCC)[CH3:61])=[CH:50][CH:49]=2)=[N:46][CH:47]=1)[CH2:33][CH2:34][CH2:35][CH2:36][CH2:37][CH2:38][CH2:39]CC.N1C=CC=NC=1.C(C1C=NC(C2C=CC(OCCCCCC(OCC)C)=CC=2)=NC=1)CCCCCCCCC.C(C1C=NC(C2C=CC(OCCCCCC(OCCCC)C)=CC=2)=NC=1)CCCCCCCCC>>[CH2:32]([C:42]1[CH:47]=[N:46][C:45]([C:48]2[CH:49]=[CH:50][C:51]([O:54][CH2:55][CH2:56][CH2:57][CH2:58][CH2:59][CH:60]([O:62][CH2:63][CH2:64][CH2:65][CH2:66][CH3:67])[CH3:61])=[CH:52][CH:53]=2)=[N:44][CH:43]=1)[CH2:33][CH2:34][CH2:35][CH2:36][CH2:37][CH2:38][CH3:39]. The reactants are C(CCCCCCCCC)C=1C=NC(=NC1)C1=CC=C(C=C1)OCCCCCC(C)OCCCC (5-n-decyl-2-[4-(6-butoxyheptyloxy)phenyl]pyrimidine), C(CCCCCCC)C=1C=NC(=NC1)C1=CC=C(C=C1)OCCCCCC(C)OCC (5-n-octyl-2-[4-(6-ethoxyheptyloxy)phenyl]pyrimidine), C(CCCCCCCCC)C=1C=NC(=NC1)C1=CC=C(C=C1)OCCCCCC(C)OCC (5-n-decyl-2-[4-(6-ethoxyheptyloxy)phenyl]pyrimidine), N1=CN=CC=C1 (pyrimidine), C(CCCCCCCCC)C=1C=NC(=NC1)C1=CC=C(C=C1)OCCCCCC(C)OCCCCCCCC (5-n-decyl-2-[4-(6-octyloxyheptyloxy)phenyl]pyrimidine), N1=CN=CC=C1 (pyrimidine), N1=CN=CC=C1 (pyrimidine). Reported procedure: 5-n-octyl-2-[4-(6-ethoxyheptyloxy)phenyl]pyrimidine; 5-n-decyl-2-[4-(6-octyloxyheptyloxy)phenyl]pyrimidine; 5-n-dodecyl-2-4-(6-pentyloxyheptyloxy)phenyl]pyrimidine; 5-n-decyl-2-[4-(6-ethoxyheptyloxy)phenyl]pyrimidine; 5-n-decyl-2-[4-(6-butoxyheptyloxy)phenyl]pyrimidine; 5-n-octyl-2-4-(6-butoxyheptyloxy)phenyl]pyrimidine; and 5-n-decyl-2-4-(6-dodecyloxyheptyloxy)phenyl]pyrimidine. Reactants: COc1ccc(C2CCOCC2)c2sc(NC(=O)c3ccnc(Br)c3)nc12, CO, [H-], [Na+], C1COCCO1. The product is COc1cc(C(=O)Nc2nc3c(OC)ccc(C4CCOCC4)c3s2)ccn1. RXN SMILES: [Br:5][c:6]1[cH:7][c:8]([C:9](=[O:10])[NH:11][c:12]2[s:13][c:14]3[c:15]([n:16]2)[c:17]([O:27][CH3:28])[cH:18][cH:19][c:20]3[CH:21]2[CH2:22][CH2:23][O:24][CH2:25][CH2:26]2)[cH:29][cH:30][n:31]1.[CH3:1][OH:2].[H-:3].[Na+:4].[O:32]1[CH2:33][CH2:34][O:35][CH2:36][CH2:37]1>>[CH3:1][O:2][c:6]1[cH:7][c:8]([C:9](=[O:10])[NH:11][c:12]2[s:13][c:14]3[c:15]([n:16]2)[c:17]([O:27][CH3:28])[cH:18][cH:19][c:20]3[CH:21]2[CH2:22][CH2:23][O:24][CH2:25][CH2:26]2)[cH:29][cH:30][n:31]1. Starting materials: BrC=1C=CC(=NC1)CC=1C=C(C(N2C=CC=CC12)=O)C(=O)N[C@@H]1[C@H](CCCC1)O (1-[(5-bromopyridin-2-yl)methyl]-N-[(1S,2S)-2-hydroxycyclohexyl]-4-oxo-4H-quinolizine-3-carboxamide), N1N=CC=C1 (pyrazole), C([O-])([O-])=O.[Cs+].[Cs+] (cesium carbonate), CN([C@H]1[C@@H](CCCC1)N)C (trans-N, N-dimethylcyclohexane-1,2-diamine). Reagents/catalysts: [Cu]I (copper(I) iodide). The solvent is CS(=O)C (DMSO). Reaction conditions: temperature 120 celsius. Product: O[C@@H]1[C@H](CCCC1)NC(=O)C1=CC(=C2C=CC=CN2C1=O)CC1=NC=C(C=C1)N1N=CC=C1 (N-[(1S,2S)-2-Hydroxycyclohexyl]-4-oxo-1-{[5-(1H-pyrazol-1-yl)pyridine-2-yl]methyl}-4H-quinolizine-3-carboxamide). RXN SMILES: Br[C:2]1[CH:3]=[CH:4][C:5]([CH2:8][C:9]2[CH:10]=[C:11]([C:20]([NH:22][C@H:23]3[CH2:28][CH2:27][CH2:26][CH2:25][C@@H:24]3[OH:29])=[O:21])[C:12](=[O:19])[N:13]3[C:18]=2[CH:17]=[CH:16][CH:15]=[CH:14]3)=[N:6][CH:7]=1.[NH:30]1[CH:34]=[CH:33][CH:32]=[N:31]1.C(=O)([O-])[O-].[Cs+].[Cs+].CN(C)[C@@H]1CCCC[C@H]1N>CS(C)=O.[Cu]I>[OH:29][C@H:24]1[CH2:25][CH2:26][CH2:27][CH2:28][C@@H:23]1[NH:22][C:20]([C:11]1[C:12](=[O:19])[N:13]2[C:18]([CH:17]=[CH:16][CH:15]=[CH:14]2)=[C:9]([CH2:8][C:5]2[CH:4]=[CH:3][C:2]([N:30]3[CH:34]=[CH:33][CH:32]=[N:31]3)=[CH:7][N:6]=2)[CH:10]=1)=[O:21] |f:2.3.4|. Procedure: To a solution of 1-[(5-bromopyridin-2-yl)methyl]-N-[(1S,2S)-2-hydroxycyclohexyl]-4-oxo-4H-quinolizine-3-carboxamide (Example 2, 0.045 g, 0.099 mmol) and pyrazole (0.020 g, 0.30 mmol) in 2 mL of DMSO under an atmosphere of nitrogen was added aqueous cesium carbonate (1 M, 0.20 mL, 0.20 mmol), trans-N, N-dimethylcyclohexane-1,2-diamine (0.014 g, 0.10 mmol), and copper(I) iodide (0.014 g, 0.076 mmol). The mixture was heated at 120° C. for 15 h, cooled to rt, and subjected to purification via revers... Starting materials: OBO, Clc1ccccn1, Cc1cc(I)nc(-c2ccc(C(F)(F)F)cc2)c1. Product: Cc1cc(-c2ccc(C(F)(F)F)cc2)nc(-c2ccnc(Cl)c2)c1. Reaction SMILES: [BH:19]([OH:20])[OH:21].[Cl:22][c:23]1[n:24][cH:25][cH:26][cH:27][cH:28]1.[I:1][c:2]1[n:3][c:4](-[c:9]2[cH:10][cH:11][c:12]([C:15]([F:16])([F:17])[F:18])[cH:13][cH:14]2)[cH:5][c:6]([CH3:8])[cH:7]1>>[c:2]1(-[c:27]2[cH:26][cH:25][n:24][c:23]([Cl:22])[cH:28]2)[n:3][c:4](-[c:9]2[cH:10][cH:11][c:12]([C:15]([F:16])([F:17])[F:18])[cH:13][cH:14]2)[cH:5][c:6]([CH3:8])[cH:7]1. Starting materials: N1=C(C=CC=C1)C(C1=CC=C(C=C1)C(F)(F)F)N1CCN(CC1)CCN1C(C=2C(C1=O)=CC=CC2)=O (4-[α-(2-pyridyl)-4-trifluoromethylbenzyl]-1-(2-phthalimidoethyl)piperazine), O.NN (hydrazine hydrate). Yields the product NCCN1CCN(CC1)C(C1=CC=C(C=C1)C(F)(F)F)C1=NC=CC=C1 (1-(2-Aminoethyl)-4-[α-(2-pyridyl)-4-trifluoromethylbenzyl]piperazine). Reaction SMILES: [N:1]1[CH:6]=[CH:5][CH:4]=[CH:3][C:2]=1[CH:7]([N:18]1[CH2:23][CH2:22][N:21]([CH2:24][CH2:25][N:26]2C(=O)C3=CC=CC=C3C2=O)[CH2:20][CH2:19]1)[C:8]1[CH:13]=[CH:12][C:11]([C:14]([F:17])([F:16])[F:15])=[CH:10][CH:9]=1.O.NN>>[NH2:26][CH2:25][CH2:24][N:21]1[CH2:22][CH2:23][N:18]([CH:7]([C:2]2[CH:3]=[CH:4][CH:5]=[CH:6][N:1]=2)[C:8]2[CH:9]=[CH:10][C:11]([C:14]([F:17])([F:15])[F:16])=[CH:12][CH:13]=2)[CH2:19][CH2:20]1 |f:1.2|. Procedure details: The title compound was prepared in a quantitative yield in a similar manner to that described in Preparation 15' by reacting 4-[α-(2-pyridyl)-4-trifluoromethylbenzyl]-1-(2-phthalimidoethyl)piperazine (prepared as described in Preparation 52') and hydrazine hydrate.